Task: describe an organic reaction: reactants, conditions, products, and yield. Dataset: the Open Reaction Database (ORD), a public repository of structured organic reaction records Reactants: Cl (HCl), CCOCC (ether), ClC=1C=C(C=C(C1O)Cl)C=1C=C2C(=C(C=NC2=CC1)C(CCC)=O)NC1=CC=C(C=C1)CN(C)C (1-(6-(3,5-dichloro-4-hydroxyphenyl)-4-((4-((dimethylamino)methyl)phenyl)amino)quinolin-3-yl) butan-1-one). The solvent is CO (methanol). Yields the product Cl.Cl.ClC=1C=C(C=C(C1O)Cl)C=1C=C2C(=C(C=NC2=CC1)C(CCC)=O)NC1=CC=C(C=C1)CN(C)C (1-(6-(3,5-dichloro-4-hydroxyphenyl)-4-((4-((dimethylamino)methyl)phenyl)amino)quinolin-3-yl)butan-1-one dihydrochloride). RXN SMILES: [Cl:1][C:2]1[CH:3]=[C:4]([C:10]2[CH:11]=[C:12]3[C:17](=[CH:18][CH:19]=2)[N:16]=[CH:15][C:14]([C:20](=[O:24])[CH2:21][CH2:22][CH3:23])=[C:13]3[NH:25][C:26]2[CH:31]=[CH:30][C:29]([CH2:32][N:33]([CH3:35])[CH3:34])=[CH:28][CH:27]=2)[CH:5]=[C:6]([Cl:9])[C:7]=1[OH:8].[ClH:36].CCOCC>CO>[ClH:1].[ClH:36].[Cl:1][C:2]1[CH:3]=[C:4]([C:10]2[CH:11]=[C:12]3[C:17](=[CH:18][CH:19]=2)[N:16]=[CH:15][C:14]([C:20](=[O:24])[CH2:21][CH2:22][CH3:23])=[C:13]3[NH:25][C:26]2[CH:27]=[CH:28][C:29]([CH2:32][N:33]([CH3:35])[CH3:34])=[CH:30][CH:31]=2)[CH:5]=[C:6]([Cl:9])[C:7]=1[OH:8] |f:4.5.6|. Reported procedure: To a suspension of 1-(6-(3,5-dichloro-4-hydroxyphenyl)-4-((4-((dimethylamino)methyl)phenyl)amino)quinolin-3-yl) butan-1-one (6.5 mg, 0.0082 mmol) in methanol (4 mL) was added 2N HCl in ether (2.0 mL, 4 mmol). The resultant clear yellow solution was concentrated to afford the desired product as a yellow solid. 1H NMR (500 MHz, MeOD) δ 9.35 (s, 1H), 8.23 (dd, J=8.8, 1.9 Hz, 1H), 8.03 (d, J=8.8 Hz, 1H), 7.85 (d, J=1.9 Hz, 1H), 7.78-7.72 (m, 2H), 7.65-7.58 (m, 2H), 7.18 (s, 2H), 4.48 (s, 2H), 3.20 (...